From a dataset of the Open Reaction Database (ORD), a public repository of structured organic reaction records. describe an organic reaction: reactants, conditions, products, and yield The reactants are CC(C)(C)O, C=CCOC(=O)Cc1ccc(-c2ccc(OCc3ccc(C(F)(F)F)c(OCC=C)c3C=O)c(F)c2)cc1, C1COCCO1, CC=C(C)C, [O-][Cl+][O-], Cl, [Na+], [Na+], [Na+], [Na+], O, O=P([O-])(O)O, O=S([O-])([O-])=S. The product is C=CCOC(=O)Cc1ccc(-c2ccc(OCc3ccc(C(F)(F)F)c(OCC=C)c3C(=O)O)c(F)c2)cc1. RXN SMILES: [C:63]([OH:64])([CH3:65])([CH3:66])[CH3:67].[CH2:12]([CH:13]=[CH2:14])[O:15][c:16]1[c:17]([CH:48]=[O:49])[c:18]([CH2:19][O:20][c:21]2[c:22]([F:40])[cH:23][c:24](-[c:27]3[cH:28][cH:29][c:30]([CH2:33][C:34](=[O:35])[O:36][CH2:37][CH:38]=[CH2:39])[cH:31][cH:32]3)[cH:25][cH:26]2)[cH:41][cH:42][c:43]1[C:44]([F:45])([F:46])[F:47].[CH2:68]1[O:69][CH2:70][CH2:71][O:72][CH2:73]1.[CH3:50][C:51](=[CH:52][CH3:53])[CH3:54].[Cl+:1]([O-:2])[O-:3].[ClH:62].[Na+:11].[Na+:4].[Na+:60].[Na+:61].[OH2:5].[P:6]([O-:7])([OH:8])([OH:9])=[O:10].[S:55]([O-:56])(=[O:57])([O-:58])=[S:59]>>[CH2:12]([CH:13]=[CH2:14])[O:15][c:16]1[c:17]([C:48](=[O:49])[OH:57])[c:18]([CH2:19][O:20][c:21]2[c:22]([F:40])[cH:23][c:24](-[c:27]3[cH:28][cH:29][c:30]([CH2:33][C:34](=[O:35])[O:36][CH2:37][CH:38]=[CH2:39])[cH:31][cH:32]3)[cH:25][cH:26]2)[cH:41][cH:42][c:43]1[C:44]([F:45])([F:46])[F:47]. Reactants: BrC1C2C(C(=O)NC2=O)CCC1Br (3,4-Dibromohexahydrophthalimide), N1=CC=CC=C1 (pyridine), BrC1=C(C(=C(C(=C1C(=O)Cl)Br)Br)Br)Br (Pentabromobenzoyl chloride). Run in C1=CC=CC=C1 (benzene). Product: BrC1=C(C(=C(C(=C1C(=O)N1C(C2C(C1=O)C(C(CC2)Br)Br)=O)Br)Br)Br)Br (N-(pentabromobenzoyl)-3,4-dibromohexahydrophthalimide). As a reaction SMILES: [Br:1][CH:2]1[CH:12]([Br:13])[CH2:11][CH2:10][CH:4]2[C:5]([NH:7][C:8](=[O:9])[CH:3]12)=[O:6].N1C=CC=CC=1.[Br:20][C:21]1[C:26]([C:27](Cl)=[O:28])=[C:25]([Br:30])[C:24]([Br:31])=[C:23]([Br:32])[C:22]=1[Br:33]>C1C=CC=CC=1>[Br:20][C:21]1[C:26]([C:27]([N:7]2[C:8](=[O:9])[CH:3]3[CH:2]([Br:1])[CH:12]([Br:13])[CH2:11][CH2:10][CH:4]3[C:5]2=[O:6])=[O:28])=[C:25]([Br:30])[C:24]([Br:31])=[C:23]([Br:32])[C:22]=1[Br:33]. Procedure details: 3,4-Dibromohexahydrophthalimide (0.10 mole), benzene (300 ml) and pyridine (0.11 mole) are charged into a glass reaction vessel equipped with a mechanical stirrer, thermometer and reflux condenser. Pentabromobenzoyl chloride (0.10 mole) is then added dropwise to the flask with stirring at room temperature. After the addition is completed the reaction mixture is heated at reflux with continued stirring for a period of about 1 hour. After this time the reaction mixture is filtered and the filtrate... Starting materials: [Br-], COc1cc(C=CC#N)cc(OC)c1, CCCC[N+](CCCC)(CCCC)CCCC, CCCCCC, Ic1ccc2c(c1)OCO2, [K+], CC(=O)[O-], CC(=O)[O-], CC(=O)[O-], CN(C)C=O, [Pd+2]. Yields the product COc1cc(OC)cc(C(=CC#N)c2ccc3c(c2)OCO3)c1. Reaction SMILES: [Br-:35].[CH3:1][O:2][c:3]1[cH:4][c:5]([CH:11]=[CH:12][C:13]#[N:14])[cH:6][c:7]([O:9][CH3:10])[cH:8]1.[CH3:36][CH2:37][CH2:38][CH2:39][N+:40]([CH2:41][CH2:42][CH2:43][CH3:44])([CH2:45][CH2:46][CH2:47][CH3:48])[CH2:49][CH2:50][CH2:51][CH3:52].[CH3:62][CH2:63][CH2:64][CH2:65][CH2:66][CH3:67].[I:15][c:16]1[cH:17][c:18]2[c:19]([cH:20][cH:21]1)[O:22][CH2:23][O:24]2.[K+:29].[O-:25][C:26]([CH3:27])=[O:28].[O-:54][C:55]([CH3:56])=[O:57].[O-:58][C:59]([CH3:60])=[O:61].[O:30]=[CH:31][N:32]([CH3:33])[CH3:34].[Pd+2:53]>>[CH3:1][O:2][c:3]1[cH:4][c:5]([C:11](=[CH:12][C:13]#[N:14])[c:16]2[cH:17][c:18]3[c:19]([cH:20][cH:21]2)[O:22][CH2:23][O:24]3)[cH:6][c:7]([O:9][CH3:10])[cH:8]1. Reaction SMILES: O[CH2:2][CH2:3][CH2:4][CH2:5][CH2:6][CH2:7][C:8]([O:10]C)=O.[C:12]1([NH2:19])[CH:17]=[CH:16][CH:15]=[CH:14][C:13]=1[NH2:18].C([O-])(O)=O.[Na+]>Cl>[OH:10][CH2:8][CH2:7][CH2:6][CH2:5][CH2:4][CH2:3][C:2]1[NH:18][C:13]2[CH:14]=[CH:15][CH:16]=[CH:17][C:12]=2[N:19]=1 |f:2.3|. The solvent is Cl (hydrochloric acid). Procedure details: 1.6 g of methyl 7-hydroxyheptanoate and 1.08 g of o-phenylenediamine were refluxed for 7 hours in 15 ml of 2:1 hydrochloric acid aqueous solution. The reaction mixture was cooled to room temperature, then adjusted to pH 8 with addition of aqueous NaHCO3 and extracted with ethyl acetate. The extract was dried over sodium sulfate, and the solvent was evaporated under reduced pressure. The resulting residue was purified by silica gel column chromatography (ethyl acetate) to obtain 0.9 g of the titl... Starting materials: OCCCCCCC(=O)OC (methyl 7-hydroxyheptanoate), C1(=C(C=CC=C1)N)N (o-phenylenediamine), C(=O)(O)[O-].[Na+] (NaHCO3). Isolated yield 41.3%. The product is OCCCCCCC=1NC2=C(N1)C=CC=C2 (2-(6-Hydroxyhexyl)benzimidazole). Reactants: N(=NC(=O)OCC)C(=O)OCC (diethyl azodicarboxylate), CC(CCO)(C#C)C (3,3-dimethyl-4-pentyn-1-ol), ClC1=CC=C(C=C1)O (4-chlorophenol), C1(=CC=CC=C1)P(C1=CC=CC=C1)C1=CC=CC=C1 (triphenyl phosphine). Run in O1CCCC1 (tetrahydrofuran). Conditions: time 8 hour. Product: ClC1=CC=C(OCCC(C#C)(C)C)C=C1 (5-(4-chlorophenoxy)-3,3-dimethyl-1-pentyne). The yield is 50.3%. RXN SMILES: [CH3:1][C:2]([CH3:8])([C:6]#[CH:7])[CH2:3][CH2:4][OH:5].[Cl:9][C:10]1[CH:15]=[CH:14][C:13](O)=[CH:12][CH:11]=1.C1(P(C2C=CC=CC=2)C2C=CC=CC=2)C=CC=CC=1.N(C(OCC)=O)=NC(OCC)=O>O1CCCC1>[Cl:9][C:10]1[CH:15]=[CH:14][C:13]([O:5][CH2:4][CH2:3][C:2]([CH3:8])([CH3:1])[C:6]#[CH:7])=[CH:12][CH:11]=1. Procedure: To a solution of 5.0 g (44.6 mmol) of 3,3-dimethyl-4-pentyn-1-ol and 5.7 g (44.6 mmol) of 4-chlorophenol in 125 ml of tetrahydrofuran cooled to 0° C. is added 11.7 g (44.6 mmol) of triphenyl phosphine followed by 7.8 g (7.0 ml, 44.6 mmol) of diethyl azodicarboxylate. The reaction mixture is allowed to warm to room temperature and stirred overnight. The solvent is evaporated and the residue triturated with hexane. The solid is filtered, washed with hexane and the resulting filtrate evaporated. Th... Reactants: CNc1cccc(F)c1, CC(=O)[O-], ClCc1cccc(Cl)c1, I, [Na+]. The product is CN(Cc1cccc(Cl)c1)c1cccc(F)c1. As a reaction SMILES: [CH3:1][NH:2][c:3]1[cH:4][c:5]([F:9])[cH:6][cH:7][cH:8]1.[CH3:20][C:21](=[O:22])[O-:23].[Cl:10][c:11]1[cH:12][c:13]([CH2:14][Cl:15])[cH:16][cH:17][cH:18]1.[I:24].[Na+:19]>>[CH3:1][N:2]([c:3]1[cH:4][c:5]([F:9])[cH:6][cH:7][cH:8]1)[CH2:14][c:13]1[cH:12][c:11]([Cl:10])[cH:18][cH:17][cH:16]1. The reactants are C(C)(C)N1C(N(C2=C1C=CC=C2)CC2=NC1=C(N2CCC(C)C)C=CC=C1C=O)=O (2-(3-Isopropyl-2-oxo-2,3-dihydro-benzoimidazol-1-ylmethyl)-1-(3-methyl-butyl)-1H-benzoimidazole-4-carbaldehyde), Cl(=O)[O-].[Na+] (sodium chlorite), C(C)#N (acetonitrile), [OH-].[Na+] (NaOH), Cl(=O)[O-].[Na+] (sodium chlorite). Solvent: O (water). Run at time 8 hour. Product: C(C)(C)N1C(N(C2=C1C=CC=C2)CC2=NC1=C(N2CCC(C)C)C=CC=C1COC)=O (1-Isopropyl-3-[4-methoxymethyl-1-(3-methyl-butyl)-1H-benzoimidazol-2-ylmethyl]-1,3-dihydro-benzoimidazol-2-one). Yield: 21.0%. RXN SMILES: [CH:1]([N:4]1[C:8]2[CH:9]=[CH:10][CH:11]=[CH:12][C:7]=2[N:6]([CH2:13][C:14]2[N:18]([CH2:19][CH2:20][CH:21]([CH3:23])[CH3:22])[C:17]3[CH:24]=[CH:25][CH:26]=[C:27]([CH:28]=[O:29])[C:16]=3[N:15]=2)[C:5]1=[O:30])([CH3:3])[CH3:2].Cl([O-])=O.[Na+].[OH-].[Na+].[C:37](#N)C>O>[CH:1]([N:4]1[C:8]2[CH:9]=[CH:10][CH:11]=[CH:12][C:7]=2[N:6]([CH2:13][C:14]2[N:18]([CH2:19][CH2:20][CH:21]([CH3:23])[CH3:22])[C:17]3[CH:24]=[CH:25][CH:26]=[C:27]([CH2:28][O:29][CH3:37])[C:16]=3[N:15]=2)[C:5]1=[O:30])([CH3:2])[CH3:3] |f:1.2,3.4|. Procedure: A mixture of 2-(3-Isopropyl-2-oxo-2,3-dihydro-benzoimidazol-1-ylmethyl)-1-(3-methyl-butyl)-1H-benzoimidazole-4-carbaldehyde (37 mg, 0.091 mmol) and sodium chlorite (12 mg, 0.11 mmol) in water (1 mL) and acetonitrile (1 mL) was stirred at room temperature for 8 hrs. An additional amount of sodium chlorite (12 mg) was added and stirring was continued overnight. 1M NaOH was added and the mixture was extracted with ethyl acetate (twice). The aqueous phase was acidified with 1M HCl until pH 4. The re... Starting materials: NC1CC1, O=C(O)c1ccc2c(=O)nc(-c3ccccn3)sc2c1, C1CCOC1. Product: O=C(NC1CC1)c1ccc2c(=O)nc(-c3ccccn3)sc2c1. Reaction SMILES: [CH:21]1([NH2:24])[CH2:22][CH2:23]1.[O:1]=[c:2]1[n:3][c:4](-[c:15]2[n:16][cH:17][cH:18][cH:19][cH:20]2)[s:5][c:6]2[c:7]1[cH:8][cH:9][c:10]([C:12](=[O:13])[OH:14])[cH:11]2.[O:25]1[CH2:26][CH2:27][CH2:28][CH2:29]1>>[O:1]=[c:2]1[n:3][c:4](-[c:15]2[n:16][cH:17][cH:18][cH:19][cH:20]2)[s:5][c:6]2[c:7]1[cH:8][cH:9][c:10]([C:12](=[O:14])[NH:24][CH:21]1[CH2:22][CH2:23]1)[cH:11]2. The reactants are ClC(Cl)(Cl)Cl, CC(C)=C=O, CCOC(C)=O, S=C(Cl)Cl. The product is CC(C)(C(=O)Cl)C(=S)Cl. RXN SMILES: [C:16]([Cl:17])([Cl:18])([Cl:19])[Cl:20].[CH3:11][C:12](=[C:13]=[O:14])[CH3:15].[CH3:5][CH2:6][O:7][C:8](=[O:9])[CH3:10].[Cl:1][C:2]([Cl:3])=[S:4]>>[Cl:1][C:2](=[S:4])[C:12]([CH3:11])([C:13](=[O:14])[Cl:17])[CH3:15]. Reactants: CCO, COC(=O)c1ccc(Cc2nc(-c3cccc(C(F)(F)F)c3F)cs2)cc1, [Na+], C1CCOC1, [OH-]. Yields the product O=C(O)c1ccc(Cc2nc(-c3cccc(C(F)(F)F)c3F)cs2)cc1. RXN SMILES: [CH3:28][CH2:29][OH:30].[F:1][c:2]1[c:3](-[c:12]2[n:13][c:14]([CH2:17][c:18]3[cH:19][cH:20][c:21]([C:22](=[O:23])[O:24][CH3:25])[cH:26][cH:27]3)[s:15][cH:16]2)[cH:4][cH:5][cH:6][c:7]1[C:8]([F:9])([F:10])[F:11].[Na+:32].[O:33]1[CH2:34][CH2:35][CH2:36][CH2:37]1.[OH-:31]>>[F:1][c:2]1[c:3](-[c:12]2[n:13][c:14]([CH2:17][c:18]3[cH:19][cH:20][c:21]([C:22](=[O:23])[OH:24])[cH:26][cH:27]3)[s:15][cH:16]2)[cH:4][cH:5][cH:6][c:7]1[C:8]([F:9])([F:10])[F:11].